Dataset: the Open Reaction Database (ORD), a public repository of structured organic reaction records. Task: describe an organic reaction: reactants, conditions, products, and yield The reactants are O=C([O-])[O-], CCC(Br)COc1ccc(C(CC(=O)N2C(=O)OCC2Cc2ccccc2)c2ccon2)cc1, [Cs+], [Cs+], Oc1ccc(C(F)(F)F)cc1, CN(C)C=O, O. Yields the product CCC(COc1ccc(C(CC(=O)N2C(=O)OCC2Cc2ccccc2)c2ccon2)cc1)Oc1ccc(C(F)(F)F)cc1. As a reaction SMILES: [C:35](=[O:36])([O-:37])[O-:38].[CH2:1]([c:2]1[cH:3][cH:4][cH:5][cH:6][cH:7]1)[CH:8]1[N:9]([C:14]([CH2:15][CH:16]([c:17]2[n:18][o:19][cH:20][cH:21]2)[c:22]2[cH:23][cH:24][c:25]([O:28][CH2:29][CH:30]([CH2:31][CH3:32])[Br:33])[cH:26][cH:27]2)=[O:34])[C:10](=[O:13])[O:11][CH2:12]1.[Cs+:39].[Cs+:40].[F:41][C:42]([c:43]1[cH:44][cH:45][c:46]([OH:49])[cH:47][cH:48]1)([F:50])[F:51].[O:52]=[CH:53][N:54]([CH3:55])[CH3:56].[OH2:57]>>[CH2:1]([c:2]1[cH:3][cH:4][cH:5][cH:6][cH:7]1)[CH:8]1[N:9]([C:14]([CH2:15][CH:16]([c:17]2[n:18][o:19][cH:20][cH:21]2)[c:22]2[cH:23][cH:24][c:25]([O:28][CH2:29][CH:30]([CH2:31][CH3:32])[O:49][c:46]3[cH:45][cH:44][c:43]([C:42]([F:41])([F:50])[F:51])[cH:48][cH:47]3)[cH:26][cH:27]2)=[O:34])[C:10](=[O:13])[O:11][CH2:12]1. Run at time 20 minute. RXN SMILES: [OH:1][CH2:2][CH2:3][N:4]([CH2:19][CH2:20][OH:21])[CH2:5][CH2:6][CH2:7][NH:8][C:9]1[CH:18]=[CH:17][C:16]2[C:11](=[CH:12][CH:13]=[CH:14][CH:15]=2)[N:10]=1.C(OC(=O)C)(=O)C.[N+:29]([O-:32])([OH:31])=[O:30].N.[ClH:34]>C(O)C.C(OCC)C.C(O)(=O)C>[ClH:34].[ClH:34].[N+:29]([O-:32])([OH:31])=[O:30].[N+:29]([O-:32])([OH:31])=[O:30].[OH:1][CH2:2][CH2:3][N:4]([CH2:19][CH2:20][OH:21])[CH2:5][CH2:6][CH2:7][NH:8][C:9]1[CH:18]=[CH:17][C:16]2[C:11](=[CH:12][CH:13]=[CH:14][CH:15]=2)[N:10]=1 |f:8.9.10.11.12|. Reactants: OCCN(CCCNC1=NC2=CC=CC=C2C=C1)CCO (2-[3-bis(2-hydroxyethyl)aminopropyl]amino-quinoline), N (ammonia), Cl (hydrogen chloride), C(C)(=O)OC(C)=O (acetic anhydride), [N+](=O)(O)[O-] (nitric acid). Reported procedure: A solution of 5.0 g. of 2-[3-bis(2-hydroxyethyl)aminopropyl]amino-quinoline in 5.0 g. of glacial acetic acid is added slowly to a stirred cooled (-5° C.) mixture of 15.0 ml. of acetic anhydride and 5.0 ml. of 90% nitric acid. Stirring is continued for 20 minutes after addition and 500 ml. of diethyl ether added to obtain an oil which is added to an excess of cooled (0° C.) aqueous ammonia solution. The resulting mixture is extracted with ethyl acetate, the organic phase dried and concentrated in... Product: Cl.Cl.[N+](=O)(O)[O-].[N+](=O)(O)[O-].OCCN(CCCNC1=NC2=CC=CC=C2C=C1)CCO (2-[3-bis(2-hydroxyethyl)aminopropyl]amino-quinoline dinitrate dihydrochloride). The solvent is C(C)O (ethanol), C(C)OCC (diethyl ether), C(C)(=O)O (acetic acid), C(C)OCC (diethyl ether).